This data is from the Open Reaction Database (ORD), a public repository of structured organic reaction records. The task is: describe an organic reaction: reactants, conditions, products, and yield Starting materials: CCN(C(C)C)C(C)C, CC(C)(C)CC1CNC(c2cccc(Cl)c2F)C1(C#N)c1ccc(Cl)cc1F, ClCCl, Cl, O=S(=O)(Cl)c1cccnc1. The product is CC(C)(C)CC1CN(S(=O)(=O)c2cccnc2)C(c2cccc(Cl)c2F)C1(C#N)c1ccc(Cl)cc1F. Reaction SMILES: [CH:29]([N:30]([CH2:31][CH3:32])[CH:33]([CH3:34])[CH3:35])([CH3:36])[CH3:37].[Cl:1][c:2]1[c:3]([F:28])[c:4]([CH:8]2[NH:9][CH2:10][CH:11]([CH2:23][C:24]([CH3:25])([CH3:26])[CH3:27])[C:12]2([C:13]#[N:14])[c:15]2[c:16]([F:22])[cH:17][c:18]([Cl:21])[cH:19][cH:20]2)[cH:5][cH:6][cH:7]1.[Cl:49][CH2:50][Cl:51].[ClH:38].[n:39]1[cH:40][c:41]([S:45](=[O:46])(=[O:47])[Cl:48])[cH:42][cH:43][cH:44]1>>[Cl:1][c:2]1[c:3]([F:28])[c:4]([CH:8]2[N:9]([S:45]([c:41]3[cH:40][n:39][cH:44][cH:43][cH:42]3)(=[O:46])=[O:47])[CH2:10][CH:11]([CH2:23][C:24]([CH3:25])([CH3:26])[CH3:27])[C:12]2([C:13]#[N:14])[c:15]2[c:16]([F:22])[cH:17][c:18]([Cl:21])[cH:19][cH:20]2)[cH:5][cH:6][cH:7]1. Reactants: crude product, BrC=1C=CC(=C(NCC2=CC=C(C=C2)OC)C1)[N+](=O)[O-] (5-bromo-N-(4-methoxybenzyl)-2-nitroaniline), [Cl-].[NH4+] (ammonium chloride). Yields the product BrC1=CC=C(C(=C1)NCC1=CC=C(C=C1)OC)N (5-bromo-N-(4-methoxybenzyl)benzene-1,2-diamine). Run at temperature 60 celsius, time 4 hour. Reported procedure: To a solution of 5-bromo-N-(4-methoxybenzyl)-2-nitroaniline (750 mg, crude) in EtOH (8 mL) and H2O (8 mL) was added Fe powder (766 mg, 13.7 mmol) and ammonium chloride (733 mg, 13.7 mmol). The mixture was stirred at 60° C. for 4 h then filtered and the filtrate was concentrated to remove EtOH. The residue was then diluted with water and extracted with EtOAc. The organic layer was concentrated to give the desired product (550 mg, crude, 82% yield) with the crude product being used in next step wi... As a reaction SMILES: [Br:1][C:2]1[CH:3]=[CH:4][C:5]([N+:18]([O-])=O)=[C:6]([CH:17]=1)[NH:7][CH2:8][C:9]1[CH:14]=[CH:13][C:12]([O:15][CH3:16])=[CH:11][CH:10]=1.[Cl-].[NH4+]>CCO.O.[Fe]>[Br:1][C:2]1[CH:17]=[C:6]([NH:7][CH2:8][C:9]2[CH:14]=[CH:13][C:12]([O:15][CH3:16])=[CH:11][CH:10]=2)[C:5]([NH2:18])=[CH:4][CH:3]=1 |f:1.2|. The yield is 80.5%. Reagents/catalysts: [Fe] (Fe). Solvent: CCO (EtOH), O (H2O).